Dataset: the Open Reaction Database (ORD), a public repository of structured organic reaction records. Task: describe an organic reaction: reactants, conditions, products, and yield The reactants are COC(=O)c1ccc2c(C3CCCCC3)c(Br)[nH]c2c1, O=C([O-])[O-], COCCOC, CCO, [Na+], [Na+], OB(O)c1ccccc1O, c1ccc(P(c2ccccc2)(c2ccccc2)[Pd](P(c2ccccc2)(c2ccccc2)c2ccccc2)(P(c2ccccc2)(c2ccccc2)c2ccccc2)P(c2ccccc2)(c2ccccc2)c2ccccc2)cc1, COC(=O)c1ccc2cc[nH]c2c1. The product is COC(=O)c1ccc2c(C3CCCCC3)c(-c3ccccc3O)[nH]c2c1. RXN SMILES: [Br:1][c:2]1[nH:3][c:4]2[cH:5][c:6]([C:17](=[O:18])[O:19][CH3:20])[cH:7][cH:8][c:9]2[c:10]1[CH:11]1[CH2:12][CH2:13][CH2:14][CH2:15][CH2:16]1.[C:34](=[O:35])([O-:36])[O-:37].[CH3:50][O:51][CH2:52][CH2:53][O:54][CH3:55].[CH3:56][CH2:57][OH:58].[Na+:38].[Na+:39].[OH:40][c:41]1[c:42]([B:47]([OH:48])[OH:49])[cH:43][cH:44][cH:45][cH:46]1.[cH:59]1[cH:60][cH:61][c:62]([P:63]([Pd:64]([P:65]([c:66]2[cH:67][cH:68][cH:69][cH:70][cH:71]2)([c:72]2[cH:73][cH:74][cH:75][cH:76][cH:77]2)[c:78]2[cH:79][cH:80][cH:81][cH:82][cH:83]2)([P:84]([c:85]2[cH:86][cH:87][cH:88][cH:89][cH:90]2)([c:91]2[cH:92][cH:93][cH:94][cH:95][cH:96]2)[c:97]2[cH:98][cH:99][cH:100][cH:101][cH:102]2)[P:103]([c:104]2[cH:105][cH:106][cH:107][cH:108][cH:109]2)([c:110]2[cH:111][cH:112][cH:113][cH:114][cH:115]2)[c:116]2[cH:117][cH:118][cH:119][cH:120][cH:121]2)([c:122]2[cH:123][cH:124][cH:125][cH:126][cH:127]2)[c:128]2[cH:129][cH:130][cH:131][cH:132][cH:133]2)[cH:134][cH:135]1.[nH:21]1[c:22]2[c:23]([cH:24][cH:25][c:26]([C:27]([O:28][CH3:29])=[O:30])[cH:31]2)[cH:32][cH:33]1>>[c:2]1(-[c:42]2[c:41]([OH:40])[cH:46][cH:45][cH:44][cH:43]2)[nH:3][c:4]2[cH:5][c:6]([C:17](=[O:18])[O:19][CH3:20])[cH:7][cH:8][c:9]2[c:10]1[CH:11]1[CH2:12][CH2:13][CH2:14][CH2:15][CH2:16]1. Starting materials: C(C1=CC=CC=C1)(=O)O (Benzoic acid), ClC1=NC=2N(C(N(C(C2N1)=O)CCCC/C(/NO)=N/[H])=O)CCC ((1Z)-5-(8-Chloro-2,6-dioxo-3-propyl-2,3,6,7-tetrahydro-1H-purin-1-yl)-N-hydroxypentanimidamide). Solvent: CS(=O)C (DMSO). Run at temperature 80 celsius, time 4 hour. The product is ClC1=NC=2N(C(N(C(C2N1)=O)CCCCC1=NOC(=N1)C1=CC=CC=C1)=O)CCC (8-Chloro-1-[4-(5-phenyl-1,2,4-oxadiazol-3-yl)butyl]-3-propyl-3,7-dihydro-1H-purine-2,6-dione). Yield: 1.9%. Reaction SMILES: [C:1]([OH:9])(=O)[C:2]1[CH:7]=[CH:6][CH:5]=[CH:4][CH:3]=1.[Cl:10][C:11]1[NH:19][C:18]2[C:17](=[O:20])[N:16]([CH2:21][CH2:22][CH2:23][CH2:24]/[C:25](=[N:28]/[H])/[NH:26]O)[C:15](=[O:30])[N:14]([CH2:31][CH2:32][CH3:33])[C:13]=2[N:12]=1>CS(C)=O>[Cl:10][C:11]1[NH:19][C:18]2[C:17](=[O:20])[N:16]([CH2:21][CH2:22][CH2:23][CH2:24][C:25]3[N:26]=[C:1]([C:2]4[CH:3]=[CH:4][CH:5]=[CH:6][CH:7]=4)[O:9][N:28]=3)[C:15](=[O:30])[N:14]([CH2:31][CH2:32][CH3:33])[C:13]=2[N:12]=1. Reported procedure: Benzoic acid (9 mg, 0.074 mmol) and CDl (13 mg, 0.081 mmol) were stirred in anhydrous DMSO (0.9 ml) at rt for 1 h. (1Z)-5-(8-Chloro-2,6-dioxo-3-propyl-2,3,6,7-tetrahydro-1H-purin-1-yl)-N-hydroxypentanimidamide (28 mg, 0.081 mmol) was added and the mixture was stirred at 80° C. for 4 h. The mixture was purified by MDAP to give the title compound as a white solid (0.6 mg, 2%). The reactants are BrCCCO (3-bromopropanol), COC1=C(C=CC=C1)N1CCNCC1 (1-(2-methoxyphenyl)piperazine), [I-].[Na+] (sodium iodide), C([O-])([O-])=O.[K+].[K+] (potassium carbonate). The solvent is C(C)#N (acetonitrile). The product is COC1=C(C=CC=C1)N1CCN(CC1)CCCO (3-[4-(2-methoxyphenyl)piperazin-1-yl]-1-propanol). The yield is 89.6%. Reaction SMILES: Br[CH2:2][CH2:3][CH2:4][OH:5].[CH3:6][O:7][C:8]1[CH:13]=[CH:12][CH:11]=[CH:10][C:9]=1[N:14]1[CH2:19][CH2:18][NH:17][CH2:16][CH2:15]1.[I-].[Na+].C(=O)([O-])[O-].[K+].[K+]>C(#N)C>[CH3:6][O:7][C:8]1[CH:13]=[CH:12][CH:11]=[CH:10][C:9]=1[N:14]1[CH2:19][CH2:18][N:17]([CH2:2][CH2:3][CH2:4][OH:5])[CH2:16][CH2:15]1 |f:2.3,4.5.6|. Procedure: A mixture of 3-bromopropanol (10.5 mL, 116 mmol), 1-(2-methoxyphenyl)piperazine (21 g, 109.23 mmol), sodium iodide (16.4 g, 109 mmol), potassium carbonate (38 g, 275 mmol) in 300 mL of acetonitrile was heated at reflux for 3 hours. The mixture was cooled and filtered. The filtrate was washed with saturated sodium chloride, dried (MgSO4) and concentrated. The residue was purified by column chromatography eluting with 5% methanol/methylene chloride. Product fractions were combined and concentrated... Reactants: C(=O)(O)[O-].[Na+] (NaHCO3), COC=1C=C2C(=CC=NC2=CC1OC)OC=1C=C2C=CC=C(C2=CC1)N (6-(6,7-dimethoxyquinolin-4-yloxy)naphthalene-1-amine), ClC1=NC=CC=C1 (2-chloropyridine), CC(C)(C)[O-].[Na+] (NaOtBu), 2-(dicyclohexylphosphino)-2′-4′-6′-tri-i-propyl-1,1′-biphenyl. The reagents and catalysts are C=1C=CC(=CC1)/C=C/C(=O)/C=C/C2=CC=CC=C2.C=1C=CC(=CC1)/C=C/C(=O)/C=C/C2=CC=CC=C2.C=1C=CC(=CC1)/C=C/C(=O)/C=C/C2=CC=CC=C2.[Pd].[Pd] (Pd2(dba)3). Run in O1CCOCC1 (dioxane), CCOC(=O)C (EtOAc). Conditions: temperature 100 celsius. Product: COC=1C=C2C(=CC=NC2=CC1OC)OC=1C=C2C=CC=C(C2=CC1)NC1=NC=CC=C1 (N-(6-((6,7-bis(methoxy)-4-quinolinyl)oxy)-1-naphthalenyl)-2-pyridinamine). As a reaction SMILES: [CH3:1][O:2][C:3]1[CH:4]=[C:5]2[C:10](=[CH:11][C:12]=1[O:13][CH3:14])[N:9]=[CH:8][CH:7]=[C:6]2[O:15][C:16]1[CH:17]=[C:18]2[C:23](=[CH:24][CH:25]=1)[C:22]([NH2:26])=[CH:21][CH:20]=[CH:19]2.Cl[C:28]1[CH:33]=[CH:32][CH:31]=[CH:30][N:29]=1.CC([O-])(C)C.[Na+].C([O-])(O)=O.[Na+]>O1CCOCC1.CCOC(C)=O.C1C=CC(/C=C/C(/C=C/C2C=CC=CC=2)=O)=CC=1.C1C=CC(/C=C/C(/C=C/C2C=CC=CC=2)=O)=CC=1.C1C=CC(/C=C/C(/C=C/C2C=CC=CC=2)=O)=CC=1.[Pd].[Pd]>[CH3:1][O:2][C:3]1[CH:4]=[C:5]2[C:10](=[CH:11][C:12]=1[O:13][CH3:14])[N:9]=[CH:8][CH:7]=[C:6]2[O:15][C:16]1[CH:17]=[C:18]2[C:23](=[CH:24][CH:25]=1)[C:22]([NH:26][C:28]1[CH:33]=[CH:32][CH:31]=[CH:30][N:29]=1)=[CH:21][CH:20]=[CH:19]2 |f:2.3,4.5,8.9.10.11.12|. Procedure details: To a solution of 6-(6,7-dimethoxyquinolin-4-yloxy)naphthalene-1-amine (150 mg, 0.43 mmol), 2-chloropyridine (45 μl, 0.47 mmol), and NaOtBu (52.0 g, 160 mmol) in dioxane (4 mL) were added Pd2(dba)3 (12 mg, 0.01 mmol) and 2-(dicyclohexylphosphino)-2′-4′-6′-tri-i-propyl-1,1′-biphenyl (25 mg, 0.05 mmol). The resulting mixture was heated at 100° C. for 3 h. After cooling to ambient temperature, the mixture was diluted with EtOAc (25 mL) and poured into sat'd NaHCO3 (50 mL). The phases were separated ...